From a dataset of the Open Reaction Database (ORD), a public repository of structured organic reaction records. describe an organic reaction: reactants, conditions, products, and yield Starting materials: [OH-].[Na+] (sodium hydroxide), C(#N)C=1N(C=CC1)C (2-cyano-N-methylpyrrole), ice water, [N+](=O)(O)[O-] (nitric acid). Solvent: C(C)(=O)O (acetic acid). Reaction conditions: temperature 0 celsius. Yields the product [N+](=O)([O-])C=1C=C(N(C1)C)C#N (4nitro-2-cyano-N-methylpyrrole). The yield is 73.7%. Reaction SMILES: [C:1]([C:3]1[N:4]([CH3:8])[CH:5]=[CH:6][CH:7]=1)#[N:2].[N+:9]([O-])([OH:11])=[O:10].[OH-].[Na+]>C(O)(=O)C>[N+:9]([C:6]1[CH:7]=[C:3]([C:1]#[N:2])[N:4]([CH3:8])[CH:5]=1)([O-:11])=[O:10] |f:2.3|. Reported procedure: Compound 22-4 (1 g) was dissolved in anhydrous acetic acid (100 ml), and cooled to 0° C. To the solution was slowly added dropwise nitric acid (380 μl) with stirring, followed by stirring at the same temperature for 1 hour and subsequently at room temperature for 18 hours. After confining the completion of the reaction, to the mixture was added an ice-water (200 ml), followed by slowly adding solid sodium hydroxide (20 g) thereto and stirring for 1 hour. The obtained mixture was extracted with e... The reactants are NC[C@@H]1[C@H]2C[C@H]2CN1C(=O)C=1N=C(SC1C1=CC(=CC=C1)Cl)C (((1S,2S,5R)-2-Aminomethyl-3-aza-bicyclo[3.1.0]hex-3-yl)-[5-(3-chloro-phenyl)-2-methyl-thiazol-4-yl]-methanone), S1C=2N(C=C1)C(=CN2)C(=O)O (Imidazo[2,1-b]thiazole-5-carboxylic acid). The product is ClC=1C=C(C=CC1)C1=C(N=C(S1)C)C(=O)N1[C@@H]([C@H]2C[C@H]2C1)CNC(=O)C1=CN=C2SC=CN21 (Imidazo[2,1-b]thiazole-5-carboxylic Acid{(1S,2S,5R)-3-[5-(3-chloro-phenyl)-2-methyl-thiazole-4-carbonyl]-3-aza-bicyclo[3.1.0]hex-2-ylmethyl}-amide). Reaction SMILES: [NH2:1][CH2:2][C@H:3]1[N:8]([C:9]([C:11]2[N:12]=[C:13]([CH3:23])[S:14][C:15]=2[C:16]2[CH:21]=[CH:20][CH:19]=[C:18]([Cl:22])[CH:17]=2)=[O:10])[CH2:7][C@H:6]2[C@@H:4]1[CH2:5]2.[S:24]1[CH:28]=[CH:27][N:26]2[C:29]([C:32](O)=[O:33])=[CH:30][N:31]=[C:25]12>>[Cl:22][C:18]1[CH:17]=[C:16]([C:15]2[S:14][C:13]([CH3:23])=[N:12][C:11]=2[C:9]([N:8]2[CH2:7][C@H:6]3[C@H:4]([CH2:5]3)[C@H:3]2[CH2:2][NH:1][C:32]([C:29]2[N:26]3[C:25]([S:24][CH:28]=[CH:27]3)=[N:31][CH:30]=2)=[O:33])=[O:10])[CH:21]=[CH:20][CH:19]=1. Procedure details: prepared by reaction of ((1S,2S,5R)-2-Aminomethyl-3-aza-bicyclo[3.1.0]hex-3-yl)-[5-(3-chloro-phenyl)-2-methyl-thiazol-4-yl]-methanone with Imidazo[2,1-b]thiazole-5-carboxylic acid. LC-MS (basic): tR=0.83 min; [M+H]+=498.3. Starting materials: O=C(n1ccnc1)n1ccnc1, NS(=O)(=O)C1CC1, Cc1ccc(F)cc1C1NC(=O)CC(c2cc(Cl)ccc2OC(C)(C)C(=O)O)C12C(=O)Nc1cc(Cl)ccc12, Cl, [H-], [Na+], CN(C)C=O, O. Product: Cc1ccc(F)cc1C1NC(=O)CC(c2cc(Cl)ccc2OC(C)(C)C(=O)NS(=O)(=O)C2CC2)C12C(=O)Nc1cc(Cl)ccc12. RXN SMILES: [C:40]([n:41]1[cH:42][cH:43][n:44][cH:45]1)([n:46]1[cH:47][cH:48][n:49][cH:50]1)=[O:51].[CH:52]1([S:55](=[O:56])(=[O:57])[NH2:58])[CH2:53][CH2:54]1.[Cl:1][c:2]1[cH:3][cH:4][c:5]2[c:9]([cH:10]1)[NH:8][C:7](=[O:11])[C:6]21[CH:12]([c:32]2[c:33]([CH3:39])[cH:34][cH:35][c:36]([F:38])[cH:37]2)[NH:13][C:14](=[O:31])[CH2:15][CH:16]1[c:17]1[c:18]([O:24][C:25]([CH3:26])([CH3:27])[C:28](=[O:29])[OH:30])[cH:19][cH:20][c:21]([Cl:23])[cH:22]1.[ClH:61].[H-:60].[Na+:59].[O:62]=[CH:63][N:64]([CH3:65])[CH3:66].[OH2:67]>>[Cl:1][c:2]1[cH:3][cH:4][c:5]2[c:9]([cH:10]1)[NH:8][C:7](=[O:11])[C:6]21[CH:12]([c:32]2[c:33]([CH3:39])[cH:34][cH:35][c:36]([F:38])[cH:37]2)[NH:13][C:14](=[O:31])[CH2:15][CH:16]1[c:17]1[c:18]([O:24][C:25]([CH3:26])([CH3:27])[C:28](=[O:29])[NH:58][S:55]([CH:52]2[CH2:53][CH2:54]2)(=[O:56])=[O:57])[cH:19][cH:20][c:21]([Cl:23])[cH:22]1. Reagents/catalysts: [Pd] (palladium on carbon). The product is N[C@]1([C@H]2[C@@]3([C@H]2C[C@H]1C3)C(=O)O)C(=O)O ((1R*,2R*,3R*,4S*,6S*)-3-Amino-tricyclo[2.2.1.02,6]heptane-1,3-dicarboxylic acid). The solvent is C(C)O.O (ethanol water). Reaction SMILES: C(OC([NH:11][C@:12]1([C:22]([OH:24])=[O:23])[C@@H:17]2[CH2:18][C@@:14]3([C:19]([OH:21])=[O:20])[C@@H:15]([CH2:16]2)[C@@H:13]13)=O)C1C=CC=CC=1.[H][H]>C(O)C.O.[Pd]>[NH2:11][C@:12]1([C:22]([OH:24])=[O:23])[C@@H:17]2[CH2:18][C@@:14]3([C:19]([OH:21])=[O:20])[C@@H:15]([CH2:16]2)[C@@H:13]13 |f:2.3|. Reactants: C(C1=CC=CC=C1)OC(=O)N[C@]1([C@H]2[C@@]3([C@H]2C[C@H]1C3)C(=O)O)C(=O)O ((+/−)-(1R*,2R*,3R*,4S*,6S*)-3-benzyloxycarbonylamino-tricyclo[2.2.1.02,6]heptane-1,3-dicarboxylic acid), [H][H] (hydrogen). Procedure: To a solution of 1.1 g (3.3 mmole) of (+/−)-(1R*,2R*,3R*,4S*,6S*)-3-benzyloxycarbonylamino-tricyclo[2.2.1.02,6]heptane-1,3-dicarboxylic acid in 100 mL of 1:1 ethanol/water was added 0.25 g of 10% palladium on carbon. The mixture was treated with 60 psi of hydrogen on a Parr apparatus for 24 hours. The catalyst was removed by filtration through celite and the filtrate was concentrated in vacuum to give 0.18 g of the title compound as a gray solid sesquihydrate. Extraction of the catalyst and celi... Yield: 27.7%.